This data is from the Open Reaction Database (ORD), a public repository of structured organic reaction records. The task is: describe an organic reaction: reactants, conditions, products, and yield The reactants are C[C@@](CO)(CCl)O ((2R)-2-methyl-3-chloropropane-1,2-diol), [H-].[Na+] (sodium hydride), COC1=C(C[Li])C(=C(C(=C1C)C)OC)C (2,5-dimethoxy-3,4,6-trimethylbenzyl lithium), COC1=C(C(=C(C(=C1C)C)OC)C)C (2,5-dimethoxy-1,3,4,6-tetramethylbenzene). Solvent: O1CCCC1 (tetrahydrofuran), O (water). Reaction conditions: time 1 hour. Product: C[C@@](CO)(CCC1=C(C(=C(C(=C1C)OC)C)C)OC)O ((2S)-2-methyl-4-(2,5 -dimethoxy-3,4,6-trimethylphenyl)-1,2-butanediol). The yield is 101.8%. As a reaction SMILES: [CH3:1][C@:2]([OH:7])([CH2:5]Cl)[CH2:3][OH:4].[H-].[Na+].[CH3:10][O:11][C:12]1[C:19]([CH3:20])=[C:18]([CH3:21])[C:17]([O:22][CH3:23])=[C:16]([CH3:24])[C:13]=1[CH2:14][Li].COC1C(C)=C(C)C(OC)=C(C)C=1C>O1CCCC1.O>[CH3:1][C@:2]([OH:7])([CH2:5][CH2:21][C:18]1[C:19]([CH3:20])=[C:12]([O:11][CH3:10])[C:13]([CH3:14])=[C:16]([CH3:24])[C:17]=1[O:22][CH3:23])[CH2:3][OH:4] |f:1.2|. Procedure details: A solution of 9.78 g (80 mmol) of (2R)-2-methyl-3-chloropropane-1,2-diol in 100 ml of tetrahydrofuran was reacted with 4.3 g (180 mmol) of sodium hydride at room temperature by the portionwise addition while stirring for 1 hour. To the suspension obtained there was added dropwise, while stirring at room temperature, a solution of 88 mmol of 2,5-dimethoxy-3,4,6-trimethylbenzyl lithium (obtained by reacting 17.2 g (88 mmol) of 2,5-dimethoxy-1,3,4,6-tetramethylbenzene in 20 ml of n-pentane with 88 ... Product: C1(CCCCC1)CC(=O)NC=1C=NN(C1)CC=1C(=NOC1C)C (2-cyclohexyl-N-(1-((3,5-dimethylisoxazol-4-yl)methyl)-1H-pyrazol-4-yl)acetamide). Reported procedure: Prepared as in Example 4-8 from 2-cyclohexylacetic acid and 1-((3,5-dimethylisoxazol-4-yl)methyl)-1H-pyrazol-4-amine hydrochloride (Example 4-1a). Yield 17%. RXN SMILES: [CH:1]1([CH2:7][C:8]([OH:10])=O)[CH2:6][CH2:5][CH2:4][CH2:3][CH2:2]1.Cl.[CH3:12][C:13]1[C:17]([CH2:18][N:19]2[CH:23]=[C:22]([NH2:24])[CH:21]=[N:20]2)=[C:16]([CH3:25])[O:15][N:14]=1>>[CH:1]1([CH2:7][C:8]([NH:24][C:22]2[CH:21]=[N:20][N:19]([CH2:18][C:17]3[C:13]([CH3:12])=[N:14][O:15][C:16]=3[CH3:25])[CH:23]=2)=[O:10])[CH2:2][CH2:3][CH2:4][CH2:5][CH2:6]1 |f:1.2|. Isolated yield 17.0%. Reactants: C1(CCCCC1)CC(=O)O (2-cyclohexylacetic acid), Cl.CC1=NOC(=C1CN1N=CC(=C1)N)C (1-((3,5-dimethylisoxazol-4-yl)methyl)-1H-pyrazol-4-amine hydrochloride). Starting materials: CN(C)CC1CCc2cc(OCc3ccc(Br)cc3)ccc2C1, CCO, COc1ccc(OB(O)O)cc1, Cc1ccccc1, [Cl-], [Na+], [Na+], [Na+], O=C([O-])[O-], [Pd], c1ccc(P(c2ccccc2)c2ccccc2)cc1, c1ccc(P(c2ccccc2)c2ccccc2)cc1, c1ccc(P(c2ccccc2)c2ccccc2)cc1, c1ccc(P(c2ccccc2)c2ccccc2)cc1. Yields the product Cl, COc1ccc(-c2ccc(COc3ccc4c(c3)CCC(CN(C)C)C4)cc2)cc1. RXN SMILES: [Br:1][c:2]1[cH:3][cH:4][c:5]([CH2:6][O:7][c:8]2[cH:9][c:10]3[c:15]([cH:16][cH:17]2)[CH2:14][CH:13]([CH2:18][N:19]([CH3:20])[CH3:21])[CH2:12][CH2:11]3)[cH:22][cH:23]1.[CH3:128][CH2:129][OH:130].[CH3:24][O:25][c:26]1[cH:27][cH:28][c:29]([O:32][B:33]([OH:34])[OH:35])[cH:30][cH:31]1.[CH3:44][c:45]1[cH:46][cH:47][cH:48][cH:49][cH:50]1.[Cl-:43].[Na+:36].[Na+:37].[Na+:42].[O-:38][C:39](=[O:40])[O-:41].[Pd:51].[c:109]1([P:110]([c:111]2[cH:112][cH:113][cH:114][cH:115][cH:116]2)[c:117]2[cH:118][cH:119][cH:120][cH:121][cH:122]2)[cH:123][cH:124][cH:125][cH:126][cH:127]1.[c:52]1([P:53]([c:54]2[cH:55][cH:56][cH:57][cH:58][cH:59]2)[c:60]2[cH:61][cH:62][cH:63][cH:64][cH:65]2)[cH:66][cH:67][cH:68][cH:69][cH:70]1.[c:71]1([P:72]([c:73]2[cH:74][cH:75][cH:76][cH:77][cH:78]2)[c:79]2[cH:80][cH:81][cH:82][cH:83][cH:84]2)[cH:85][cH:86][cH:87][cH:88][cH:89]1.[c:90]1([P:91]([c:92]2[cH:93][cH:94][cH:95][cH:96][cH:97]2)[c:98]2[cH:99][cH:100][cH:101][cH:102][cH:103]2)[cH:104][cH:105][cH:106][cH:107][cH:108]1>>[ClH:43].[c:2]1(-[c:29]2[cH:28][cH:27][c:26]([O:25][CH3:24])[cH:31][cH:30]2)[cH:3][cH:4][c:5]([CH2:6][O:7][c:8]2[cH:9][c:10]3[c:15]([cH:16][cH:17]2)[CH2:14][CH:13]([CH2:18][N:19]([CH3:20])[CH3:21])[CH2:12][CH2:11]3)[cH:22][cH:23]1. The reactants are NC=1C(=CC(=C(C1)N1C=C(C(C2=C(C(=C(C(=C12)Cl)F)F)C)=O)C(=O)OCC)F)F (ethyl 1-(5-amino-2,4-difluorophenyl)-8-chloro-6,7-difluoro-5-methyl-4-oxo-1,4-dihydroquinoline-3-carboxylate). Run in Cl (Hydrochloric acid). Run at time 8 hour. Product: NC=1C(=CC(=C(C1)N1C=C(C(C2=C(C(=C(C(=C12)Cl)F)F)C)=O)C(=O)O)F)F (1-(5-Amino-2,4-difluorophenyl)-8-chloro-6,7-difluoro-5-methyl-4-oxo-1,4-dihydroquinoline-3-carboxylic Acid). The yield is 61.5%. Reaction SMILES: [NH2:1][C:2]1[C:3]([F:29])=[CH:4][C:5]([F:28])=[C:6]([N:8]2[C:17]3[C:12](=[C:13]([CH3:21])[C:14]([F:20])=[C:15]([F:19])[C:16]=3[Cl:18])[C:11](=[O:22])[C:10]([C:23]([O:25]CC)=[O:24])=[CH:9]2)[CH:7]=1>Cl>[NH2:1][C:2]1[C:3]([F:29])=[CH:4][C:5]([F:28])=[C:6]([N:8]2[C:17]3[C:12](=[C:13]([CH3:21])[C:14]([F:20])=[C:15]([F:19])[C:16]=3[Cl:18])[C:11](=[O:22])[C:10]([C:23]([OH:25])=[O:24])=[CH:9]2)[CH:7]=1. Reported procedure: 12N Hydrochloric acid (10 ml) was added to ethyl 1-(5-amino-2,4-difluorophenyl)-8-chloro-6,7-difluoro-5-methyl-4-oxo-1,4-dihydroquinoline-3-carboxylate (400 mg), and the mixture was stirred overnight while heating under reflux. After the reaction mixture was allowed to cool, solids deposited were collected by filtration and washed successively with water and ethanol to obtain the title compound (230 mg) as a colorless powder. The reactants are OC1=CC=C(C(=O)O)C=C1 (p-Hydroxybenzoic acid), OC1=CC=C(C(=O)O)C=C1 (p-hydroxybenzoic acid), C1(=CC=CC=C1)N=C=O (Phenyl isocyanate). The reagents and catalysts are [O-]CC.[Na+] (sodium ethoxide). The solvent is N,N'-dimethylacetamide, O (water). Run at temperature 23 celsius, time 94 minute. The product is OC1=CC=C(C(=O)NC2=CC=CC=C2)C=C1 (4-Hydroxybenzanilide). Reaction SMILES: [OH:1][C:2]1[CH:10]=[CH:9][C:5]([C:6]([OH:8])=O)=[CH:4][CH:3]=1.[C:11]1([N:17]=C=O)[CH:16]=[CH:15][CH:14]=[CH:13][CH:12]=1>[O-]CC.[Na+].O>[OH:1][C:2]1[CH:3]=[CH:4][C:5]([C:6]([NH:17][C:11]2[CH:16]=[CH:15][CH:14]=[CH:13][CH:12]=2)=[O:8])=[CH:9][CH:10]=1 |f:2.3|. Procedure: p-Hydroxybenzoic acid (96.68 grams, 0.70 mole), sodium ethoxide catalyst (0.218 gram, 0.225% wt. of the p-hydroxybenzoic acid used) and N,N'-dimethylacetamide solvent (550 grams) are added to a reactor equipped with a reflux condenser and stirred under a nitrogen atmosphere at 23° C. to provide a solution. Phenyl isocyanate (87.55 grams, 0.735 mole) is added inducing a maximum exoptherm of 46° C. four minutes later. Three minutes after the maximum exotherm temperature is achieved, heating of the... Reactants: O=CC(=O)O, CC(=O)c1c(-c2ccccc2)nn2ccccc12, ClCCl, O. Yields the product O=C(O)C=CC(=O)c1c(-c2ccccc2)nn2ccccc12. As a reaction SMILES: [C:2]([CH:3]=[O:4])(=[O:5])[OH:6].[C:7]([CH3:8])(=[O:9])[c:10]1[c:11](-[c:19]2[cH:20][cH:21][cH:22][cH:23][cH:24]2)[n:12][n:13]2[c:14]1[cH:15][cH:16][cH:17][cH:18]2.[CH2:25]([Cl:26])[Cl:27].[OH2:1]>>[C:2]([CH:3]=[CH:8][C:7](=[O:9])[c:10]1[c:11](-[c:19]2[cH:20][cH:21][cH:22][cH:23][cH:24]2)[n:12][n:13]2[c:14]1[cH:15][cH:16][cH:17][cH:18]2)(=[O:5])[OH:6].